From a dataset of the Open Reaction Database (ORD), a public repository of structured organic reaction records. describe an organic reaction: reactants, conditions, products, and yield The reactants are O (water), COCC(=O)NC1=NC=CC(=C1)OC1=CC=C(C2=CC=CC=C12)[N+](=O)[O-] (2-methoxy-N-(4-(4-nitronaphthalen-1-yloxy)pyridin-2-yl)acetamide). Reagents/catalysts: [Pd] (palladium on carbon). Solvent: CN(C)C=O (DMF). The product is NC1=CC=C(C2=CC=CC=C12)OC1=CC(=NC=C1)NC(COC)=O (N-(4-(4-Aminonaphthalen-1-yloxy)pyridin-2-yl)-2-methoxyacetamide), Intermediate B1. Reaction SMILES: [CH3:1][O:2][CH2:3][C:4]([NH:6][C:7]1[CH:12]=[C:11]([O:13][C:14]2[C:23]3[C:18](=[CH:19][CH:20]=[CH:21][CH:22]=3)[C:17]([N+:24]([O-])=O)=[CH:16][CH:15]=2)[CH:10]=[CH:9][N:8]=1)=[O:5].O>CN(C=O)C.[Pd]>[NH2:24][C:17]1[C:18]2[C:23](=[CH:22][CH:21]=[CH:20][CH:19]=2)[C:14]([O:13][C:11]2[CH:10]=[CH:9][N:8]=[C:7]([NH:6][C:4](=[O:5])[CH2:3][O:2][CH3:1])[CH:12]=2)=[CH:15][CH:16]=1. Procedure: To a solution of 2-methoxy-N-(4-(4-nitronaphthalen-1-yloxy)pyridin-2-yl)acetamide (50.0 g, 142 mmol) in DMF (500 mL) under nitrogen was added palladium on carbon (10% w/w Pd/C, 5.0 g, 14.15 mmol) and the mixture was purged with hydrogen and maintained under a slight positive hydrogen atmosphere for 48 hr. The catalyst was removed by filtration through celite and the pad washed with DMF (2×100 mL) and then DCM (100 mL). The solvents were removed in vacuo to afford a dark brown residue which was t...